Dataset: the Open Reaction Database (ORD), a public repository of structured organic reaction records. Task: describe an organic reaction: reactants, conditions, products, and yield The reactants are NC=1C=C(C(=O)NC2=NC3=CC=CC=C3C=C2)C=CC1N (3,4-diamino-N-quinolin-2-yl-benzamide), C(C)OP(OCC)(=O)COC1=CC(=C(C(=C1)Cl)C=O)Cl ((3,5-dichloro-4-formylphenoxymethyl)-phosphonic acid diethyl ester). The product is C(C)OP(OCC)(=O)COC1=CC(=C(C(=C1)Cl)C1=NC2=C(N1)C=C(C=C2)C(NC2=NC1=CC=CC=C1C=C2)=O)Cl ({3,5-Dichloro-4-[6-(quinolin-2-ylcarbamoyl)-1H-benzoimidazol-2-yl]-phenoxymethyl}-phosphonic acid diethylester). RXN SMILES: [NH2:1][C:2]1[CH:3]=[C:4]([CH:18]=[CH:19][C:20]=1[NH2:21])[C:5]([NH:7][C:8]1[CH:17]=[CH:16][C:15]2[C:10](=[CH:11][CH:12]=[CH:13][CH:14]=2)[N:9]=1)=[O:6].[CH2:22]([O:24][P:25]([CH2:30][O:31][C:32]1[CH:37]=[C:36]([Cl:38])[C:35]([CH:39]=O)=[C:34]([Cl:41])[CH:33]=1)(=[O:29])[O:26][CH2:27][CH3:28])[CH3:23]>>[CH2:22]([O:24][P:25]([CH2:30][O:31][C:32]1[CH:37]=[C:36]([Cl:38])[C:35]([C:39]2[NH:1][C:2]3[CH:3]=[C:4]([C:5](=[O:6])[NH:7][C:8]4[CH:17]=[CH:16][C:15]5[C:10](=[CH:11][CH:12]=[CH:13][CH:14]=5)[N:9]=4)[CH:18]=[CH:19][C:20]=3[N:21]=2)=[C:34]([Cl:41])[CH:33]=1)(=[O:29])[O:26][CH2:27][CH3:28])[CH3:23]. Procedure: The title compound was prepared from 3,4-diamino-N-quinolin-2-yl-benzamide (from Example 6-17) and (3,5-dichloro-4-formylphenoxymethyl)-phosphonic acid diethyl ester analogous to Example 6-17. 1H NMR (Methanol-d4, 400 MHz): δ 8.77 (d, 1H), 8.54 (d, 1H), 8.17 (t, 1H), 8.16 (t, 1H), 8.12 (d, 1H), 8.07 (d, 1H), 7.99 (m, 1H), 7.86 (d, 1H), 7.77 (m, 1H), 7.38 (s, 2H), 4.62 (d, 2H), 4.30 (m, 4H), 1.42 (t, 6H). MS (m/z) 599.5 (M+1); Retention time: 1.40 min (Method 10). Reactants: ClCCCC(=O)Cl (4-chlorobutyryl chloride), CC(COC1=C(C=CC=C1)N)C (2-(2-methylpropoxy)benzenamine), C([O-])([O-])=O.[K+].[K+] (potassium carbonate). Run in CCOCC (ether), CCOCC (ether). Conditions: time 8 hour. Yields the product ClCCCC(=O)NC1=C(C=CC=C1)OCC(C)C (4-Chloro-N-[2-(2-methylpropoxy)phenyl]butanamide). Reaction SMILES: [Cl:1][CH2:2][CH2:3][CH2:4][C:5](Cl)=[O:6].[CH3:8][CH:9]([CH3:19])[CH2:10][O:11][C:12]1[CH:17]=[CH:16][CH:15]=[CH:14][C:13]=1[NH2:18].C(=O)([O-])[O-].[K+].[K+]>CCOCC>[Cl:1][CH2:2][CH2:3][CH2:4][C:5]([NH:18][C:13]1[CH:14]=[CH:15][CH:16]=[CH:17][C:12]=1[O:11][CH2:10][CH:9]([CH3:19])[CH3:8])=[O:6] |f:2.3.4|. Procedure details: A solution of 44 ml of 4-chlorobutyryl chloride in 350 ml of ether is added dropwise to a suspension of 60 g of 2-(2-methylpropoxy)benzenamine and 199 g of potassium carbonate in 500 ml of ether, cooled in an icebath, and the mixture is stirred overnight at room temperature. The mixture is filtered and the filtrate washed successively with 200 ml of 1 N sodium hydroxide, three times 100 ml o& water and 100 ml of saturated sodium chloride solution. The ethereal solution is dried over magnesium su... Starting materials: C(C)OC=C(C(=O)OCC)C(=O)[O-] (ethyl ethoxymethylenemalonate), C1(=CC=C(C=C1)S(=O)(=O)OC1=C2CCCNC2=CC=C1)C (5-(p-toluenesulfonyloxy)-1,2,3,4-tetrahydroquinoline), polyphosphoric acid, P(O)(O)(O)=O (phosphoric acid), O=P12OP3(=O)OP(=O)(O1)OP(=O)(O2)O3 (phosphorus pentoxide), [OH-].[Na+] (sodium hydroxide), [OH-].[Na+] (sodium hydroxide). Run in O (water), C(C)O (ethanol). Reaction conditions: temperature 110 celsius. Product: C1(=CC=C(C=C1)S(=O)(=O)OC1=CC=C2C(C(=CN3CCCC1=C23)C(=O)O)=O)C (8-(p-toluenesulfonyloxy)-6,7-dihydro-1-oxo-1H,5H-benzo-[ij]quinolizine-2-carboxylic acid). The yield is 69.4%. RXN SMILES: C(O[CH:4]=[C:5]([C:11]([O-:13])=O)[C:6]([O:8]CC)=[O:7])C.[C:14]1([CH3:34])[CH:19]=[CH:18][C:17]([S:20]([O:23][C:24]2[CH:33]=[CH:32][CH:31]=[C:30]3[C:25]=2[CH2:26][CH2:27][CH2:28][NH:29]3)(=[O:22])=[O:21])=[CH:16][CH:15]=1.P(=O)(O)(O)O.O=P12OP3(OP(OP(O3)(O1)=O)(=O)O2)=O.[OH-].[Na+]>O.C(O)C>[C:14]1([CH3:34])[CH:15]=[CH:16][C:17]([S:20]([O:23][C:24]2[C:25]3=[C:30]4[N:29]([CH2:28][CH2:27][CH2:26]3)[CH:4]=[C:5]([C:6]([OH:8])=[O:7])[C:11](=[O:13])[C:31]4=[CH:32][CH:33]=2)(=[O:21])=[O:22])=[CH:18][CH:19]=1 |f:4.5|. Procedure details: 21.6 g of ethyl ethoxymethylenemalonate was added to 30.0 g of 5-(p-toluenesulfonyloxy)-1,2,3,4-tetrahydroquinoline and the mixture was heated at 110° C. on an oil bath for 30 minutes while stirring, during which time distillation of ethanol was observed. After heating, 240 g of polyphosphoric acid prepared from 120 g of phosphoric acid and 120 g of phosphorus pentoxide was added to the mixture and the mixture was allowed to react on an oil bath at 140° C. for 40 minutes. After completion of the...